This data is from the Open Reaction Database (ORD), a public repository of structured organic reaction records. The task is: describe an organic reaction: reactants, conditions, products, and yield Reactants: ClC1=C(OCC=2N(C3=CC=CC=C3C2C(C(=O)N(C2CCN(CC2)C)C)=O)C)C=CC(=C1)Cl (2-[(2,4-dichlorophenoxy)methyl]-1-methyl-3-[2-[N-methyl-N-(1-methylpiperidin-4-yl)amino]-1,2-ethanedionyl]-1H-indole), B (borane), C1CCOC1 (THF). Conditions: time 1 hour. Yields the product ClC1=CC=C(OCC=2N(C3=CC=CC=C3C2C(CN2CCC(CC2)C)O)C)C=C1 (2-[(4-chlorophenoxy)methyl]-1-methyl-3-[1-hydroxy-2-(4-methylpiperidin-1-yl)ethyl]-1H-indole). As a reaction SMILES: Cl[C:2]1[CH:32]=[C:31]([Cl:33])[CH:30]=[CH:29][C:3]=1[O:4][CH2:5][C:6]1[N:7]([CH3:28])[C:8]2[C:13]([C:14]=1[C:15](=[O:27])C(N(C)C1CCN(C)CC1)=O)=[CH:12][CH:11]=[CH:10][CH:9]=2.B.[CH2:35]1[CH2:39]O[CH2:37][CH2:36]1>>[Cl:33][C:31]1[CH:30]=[CH:29][C:3]([O:4][CH2:5][C:6]2[N:7]([CH3:28])[C:8]3[C:13]([C:14]=2[CH:15]([OH:27])[CH2:8][N:7]2[CH2:6][CH2:5][CH:35]([CH3:39])[CH2:36][CH2:37]2)=[CH:12][CH:11]=[CH:10][CH:9]=3)=[CH:2][CH:32]=1. Procedure: Under a nitrogen atmosphere a round bottom flask was charged with 2-[(2,4-dichlorophenoxy)methyl]-1-methyl-3-[2-[N-methyl-N-(1-methylpiperidin-4-yl)amino]-1,2-ethanedionyl]-1H-indole (0.3349 g, 0.686 mmol) and placed in an ice bath Borane-tetrahydrofuran complex (4.11 ml of a 1.0 M borane solution in THF, 4.11 mmol) was added slowly and the ice bath was removed. The progress of the reaction was monitored by thin layer chromatography. The reaction mixture was stirred for about one hour and then 0... Reactants: CCOC(=O)CN1CCN(C2CCN(C(=O)C(Cc3ccc(Br)c(C)c3)NC(=O)N3CCC(N4Cc5ccccc5NC4=O)CC3)CC2)CC1, C1CCOC1, Cl, [Na+], [OH-]. Product: Cc1cc(CC(NC(=O)N2CCC(N3Cc4ccccc4NC3=O)CC2)C(=O)N2CCC(N3CCN(CC(=O)O)CC3)CC2)ccc1Br. As a reaction SMILES: [Br:3][c:4]1[c:5]([CH3:52])[cH:6][c:7]([CH2:10][CH:11]([C:12](=[O:13])[N:14]2[CH2:15][CH2:16][CH:17]([N:20]3[CH2:21][CH2:22][N:23]([CH2:26][C:27](=[O:28])[O:29][CH2:30][CH3:31])[CH2:24][CH2:25]3)[CH2:18][CH2:19]2)[NH:32][C:33](=[O:34])[N:35]2[CH2:36][CH2:37][CH:38]([N:41]3[C:42](=[O:51])[NH:43][c:44]4[cH:45][cH:46][cH:47][cH:48][c:49]4[CH2:50]3)[CH2:39][CH2:40]2)[cH:8][cH:9]1.[CH2:54]1[O:55][CH2:56][CH2:57][CH2:58]1.[ClH:53].[Na+:2].[OH-:1]>>[Br:3][c:4]1[c:5]([CH3:52])[cH:6][c:7]([CH2:10][CH:11]([C:12](=[O:13])[N:14]2[CH2:15][CH2:16][CH:17]([N:20]3[CH2:21][CH2:22][N:23]([CH2:26][C:27](=[O:28])[OH:29])[CH2:24][CH2:25]3)[CH2:18][CH2:19]2)[NH:32][C:33](=[O:34])[N:35]2[CH2:36][CH2:37][CH:38]([N:41]3[C:42](=[O:51])[NH:43][c:44]4[cH:45][cH:46][cH:47][cH:48][c:49]4[CH2:50]3)[CH2:39][CH2:40]2)[cH:8][cH:9]1. Reactants: O (Water), C([O-])([O-])=O.[K+].[K+] (potassium carbonate), O (water), O=C(C(F)(F)F)C=1N(C=CC1)C=1N=C(N(C1C(=O)[O-])CC1=CC=C(C=C1)C1=C(C=CC=C1)C1=NN=NN1)CCC (4-[2-(1-Oxo-2,2,2-trifluoroethyl)-1H-pyrrol-1-yl]-2-propyl-1-[(2'-(1H-tetrazol-5-yl)biphen-4-yl)methyl]-1H-imidazole-5-carboxylate), C([O-])([O-])=O.[K+].[K+] (potassium carbonate), SCC(O)CO (thioglycerol). Solvent: CN(C)C=O (DMF). Conditions: time 48 hour. Yields the product O=C(C(F)(F)F)C=1N(C=CC1)C=1N=C(N(C1C(=O)O)CC1=CC=C(C=C1)C1=C(C=CC=C1)C1=NN=NN1)CCC (4-[2-(1-Oxo-2,2,2-trifluoroethyl)-1H-pyrrol 1-yl]-2-propyl-1-[(2'-(1H-tetrazol-5 -yl)biphen-4-yl)methyl]-1H-imidazole-5-carboxylic acid). The yield is 82.2%. RXN SMILES: [O:1]=[C:2]([C:7]1[N:8]([C:12]2[N:13]=[C:14]([CH2:38][CH2:39][CH3:40])[N:15]([CH2:20][C:21]3[CH:26]=[CH:25][C:24]([C:27]4[CH:32]=[CH:31][CH:30]=[CH:29][C:28]=4[C:33]4[NH:37][N:36]=[N:35][N:34]=4)=[CH:23][CH:22]=3)[C:16]=2[C:17]([O-:19])=[O:18])[CH:9]=[CH:10][CH:11]=1)[C:3]([F:6])([F:5])[F:4].O.C(=O)([O-])[O-].[K+].[K+].SCC(CO)O>CN(C=O)C>[O:1]=[C:2]([C:7]1[N:8]([C:12]2[N:13]=[C:14]([CH2:38][CH2:39][CH3:40])[N:15]([CH2:20][C:21]3[CH:26]=[CH:25][C:24]([C:27]4[CH:32]=[CH:31][CH:30]=[CH:29][C:28]=4[C:33]4[NH:37][N:36]=[N:35][N:34]=4)=[CH:23][CH:22]=3)[C:16]=2[C:17]([OH:19])=[O:18])[CH:9]=[CH:10][CH:11]=1)[C:3]([F:4])([F:5])[F:6] |f:2.3.4|. Procedure: 4-[2-(1-Oxo-2,2,2-trifluoroethyl)-1H-pyrrol-1-yl]-2-propyl-1-[(2'-(1H-tetrazol-5-yl)biphen-4-yl)methyl]-1H-imidazole-5-carboxylate (2.5 g) from Example 13 was dissolved in DMF (45 mL). Water (0.4 mL) followed by potassium carbonate (3.1 g) were added and the reaction mixture stirred at room temperature for 48 hours. Tlc of the reaction mixture showed the reaction to be incomplete. Additional potassium carbonate (0.6 g) and water (0.2 mL) were added and the reaction mixture stirred at room temper... Starting materials: CC#N, CC(C)Oc1nc(Cl)ccc1C(N)=O, O=P(Cl)(Cl)Cl, c1ccncc1. The product is CC(C)Oc1nc(Cl)ccc1C#N. RXN SMILES: [CH3:26][C:27]#[N:28].[Cl:1][c:2]1[n:3][c:4]([O:11][CH:12]([CH3:13])[CH3:14])[c:5]([C:6](=[O:7])[NH2:8])[cH:9][cH:10]1.[P:21]([Cl:22])([Cl:23])([Cl:24])=[O:25].[cH:15]1[cH:16][cH:17][n:18][cH:19][cH:20]1>>[Cl:1][c:2]1[n:3][c:4]([O:11][CH:12]([CH3:13])[CH3:14])[c:5]([C:6]#[N:8])[cH:9][cH:10]1.